From a dataset of the Open Reaction Database (ORD), a public repository of structured organic reaction records. describe an organic reaction: reactants, conditions, products, and yield The reactants are C(C)(C)(C)OC(=O)NCC1(CCOCC1)C(=O)OCC (ethyl 4-{[(tert-butoxycarbonyl)amino]methyl}tetrahydro-2H-pyran-4-carboxylate), [OH-].[Na+] (sodium hydroxide). Solvent: CO (methanol). Conditions: temperature 40 celsius, time 2 hour. The product is C(C)(C)(C)OC(=O)NCC1(CCOCC1)C(=O)O (4-{[(tert-butoxycarbonyl)amino]methyl}tetrahydro-2H-pyran-4-carboxylic acid). The yield is 91.2%. RXN SMILES: [C:1]([O:5][C:6]([NH:8][CH2:9][C:10]1([C:16]([O:18]CC)=[O:17])[CH2:15][CH2:14][O:13][CH2:12][CH2:11]1)=[O:7])([CH3:4])([CH3:3])[CH3:2].[OH-].[Na+]>CO>[C:1]([O:5][C:6]([NH:8][CH2:9][C:10]1([C:16]([OH:18])=[O:17])[CH2:11][CH2:12][O:13][CH2:14][CH2:15]1)=[O:7])([CH3:4])([CH3:2])[CH3:3] |f:1.2|. Procedure: To a solution of the compound (11.3 g) obtained in step 3 in methanol (190 mL) was added 2N aqueous sodium hydroxide solution (79 mL), and the mixture was stirred at 40° C. for 2 hr. The mixture was concentrated, diluted with ethyl acetate, and neutralized with 1N hydrochloric acid. The separated aqueous layer was extracted with ethyl acetate. The combined organic layer was dried, and concentrated under reduced pressure to give the title compound (9.3 g, 91%) as a white powder. The reactants are C(C)OC(C(C)=NNC1=CC(=C(C=C1)OCC1=CC=CC=C1)NC=O)=O (2-[(4-benzyloxy-3-formylaminophenyl)-hydrazono]-propionic acid ethyl ester), C(C)OC(C(C(C)=O)(C)N=NC1=CC(=C(C=C1)OCC1=CC=CC=C1)NC=O)=O (2-(4-benzyloxy-3-formylaminophenylazo)-2-methyl-3-oxo-butyric acid ethyl ester), C(C)OC(C(C)=NNC1=CC(=C(C=C1)OCC1=CC=CC=C1)NC=O)=O (2-[(4-benzyloxy-3-formylaminophenyl)-hydrazono]-propionic acid ethyl ester), C(C)OC(C(C(C)=O)(C)N=NC1=CC(=C(C=C1)OCC1=CC=CC=C1)NC=O)=O (2-(4-benzyloxy-3-formylaminophenylazo)-2-methyl-3-oxo-butyric acid ethyl ester), C([O-])(O)=O.[Na+] (sodium bicarbonate), [Cl-].[Na+] (sodium chloride), C(C)OC(C(C(=O)C)C)=O (ethyl-2-methylacetoacetate), [OH-].[K+] (potassium hydroxide), NC=1C=CC(=C(C1)NC=O)OCC1=CC=CC=C1 (N-(5-amino-2-benzyloxyphenyl)-formamide), N(=O)[O-].[Na+] (sodium nitrite). Run in C(=O)O (formic acid), Cl (HCl). Run at time 0.5 hour. Yields the product C(C)OC(=O)C=1NC2=CC(=C(C=C2C1)OCC1=CC=CC=C1)NC=O (5-benzyloxy-6-formylamino-1H-indole-2-carboxylic acid ethyl ester). As a reaction SMILES: [NH2:1][C:2]1[CH:3]=[CH:4][C:5]([O:11][CH2:12][C:13]2[CH:18]=[CH:17][CH:16]=[CH:15][CH:14]=2)=[C:6]([NH:8][CH:9]=[O:10])[CH:7]=1.N([O-])=O.[Na+].[CH2:23]([O:25][C:26](=[O:32])[CH:27](C)[C:28](C)=O)[CH3:24].[OH-].[K+].[Cl-].[Na+].C(OC(=O)C(=NNC1C=CC(OCC2C=CC=CC=2)=C(NC=O)C=1)C)C.C(OC(=O)C(N=NC1C=CC(OCC2C=CC=CC=2)=C(NC=O)C=1)(C)C(=O)C)C.C(=O)(O)[O-].[Na+]>Cl.C(O)=O>[CH2:23]([O:25][C:26]([C:27]1[NH:1][C:2]2[C:3]([CH:28]=1)=[CH:4][C:5]([O:11][CH2:12][C:13]1[CH:14]=[CH:15][CH:16]=[CH:17][CH:18]=1)=[C:6]([NH:8][CH:9]=[O:10])[CH:7]=2)=[O:32])[CH3:24] |f:1.2,4.5,6.7,10.11|. Procedure details: To a solution of N-(5-amino-2-benzyloxyphenyl)-formamide (3.35 g, 13.8 mmol) in 0.3N HCl (91 mL) is added sodium nitrite (0.285 g, 4.13 mmol) at 0° C. The mixture is stirred for 0.5 h. This mixture is added to a solution prepared by mixing ethyl-2-methylacetoacetate (0.72 g, 4.99 mmol) with potassium hydroxide (0.28 g, 4.99 mmol) at 0° C. The combined mixture is stirred for ˜1 h. To the reaction mixture is added saturated aqueous sodium chloride and extracted with EtOAc. The combined organic ext... Starting materials: BrBr, Cc1c(Br)c(=O)c(Br)c(-c2ccccc2)n1C, Cc1cc(=O)c(C(=O)O)c(-c2ccccc2)n1C, CO, [Na+], [OH-]. Yields the product Cc1c(Br)c(=O)c(C(=O)O)c(-c2ccccc2)n1C. Reaction SMILES: [Br:21][Br:22].[Br:23][c:24]1[c:25](=[O:26])[c:27]([Br:28])[c:29]([CH3:30])[n:31]([CH3:32])[c:33]1-[c:34]1[cH:35][cH:36][cH:37][cH:38][cH:39]1.[CH3:1][n:2]1[c:3](-[c:13]2[cH:14][cH:15][cH:16][cH:17][cH:18]2)[c:4]([C:5](=[O:6])[OH:7])[c:8](=[O:12])[cH:9][c:10]1[CH3:11].[CH3:40][OH:41].[Na+:20].[OH-:19]>>[CH3:1][n:2]1[c:3](-[c:13]2[cH:14][cH:15][cH:16][cH:17][cH:18]2)[c:4]([C:5](=[O:6])[OH:7])[c:8](=[O:12])[c:9]([Br:23])[c:10]1[CH3:11]. Starting materials: C=O, CCNCC, CCn1c2cc(C)c(C)cc2n2cc(C)nc12, CCO. Product: CCN(CC)Cc1c(C)nc2n(CC)c3cc(C)c(C)cc3n12. Reaction SMILES: [CH2:18]=[O:19].[CH2:20]([CH3:21])[NH:22][CH2:23][CH3:24].[CH3:1][c:2]1[n:3][c:4]2[n:5]([CH2:16][CH3:17])[c:6]3[c:7]([n:8]2[cH:9]1)[cH:10][c:11]([CH3:15])[c:12]([CH3:14])[cH:13]3.[CH3:25][CH2:26][OH:27]>>[CH3:1][c:2]1[n:3][c:4]2[n:5]([CH2:16][CH3:17])[c:6]3[c:7]([n:8]2[c:9]1[CH2:18][N:22]([CH2:20][CH3:21])[CH2:23][CH3:24])[cH:10][c:11]([CH3:15])[c:12]([CH3:14])[cH:13]3. As a reaction SMILES: [C:1]([CH3:2])([CH3:3])([CH3:4])[O:5][C:6]([NH:7][c:8]1[c:9]([N+:28](=[O:29])[O-:30])[cH:10][c:11]([I:27])[c:12]([N:14]2[CH2:15][CH2:16][CH:17]([O:20][CH:21]3[O:22][CH2:23][CH2:24][CH2:25][CH2:26]3)[CH2:18][CH2:19]2)[cH:13]1)=[O:31].[C:32]([O:33][C:34](=[O:35])[NH:36][c:37]1[cH:38][c:39]([N:40]2[CH2:41][CH2:42][CH:43]([OH:44])[CH2:45][CH2:46]2)[c:47]([I:48])[cH:49][c:50]1[N+:51]([O-:52])=[O:53])([CH3:54])([CH3:55])[CH3:56].[CH2:57]1[CH2:58][CH:59]=[CH:60][O:61][CH2:62]1.[CH3:63][c:64]1[cH:65][cH:66][c:67]([S:68]([OH:69])(=[O:70])=[O:71])[cH:72][cH:73]1.[Cl:85][CH2:86][Cl:87].[OH2:74].[OH:75][B:76]([OH:77])[c:78]1[cH:79][cH:80][c:81]([F:82])[cH:83][cH:84]1>>[C:1]([CH3:2])([CH3:3])([CH3:4])[O:5][C:6]([NH:7][c:8]1[c:9]([N+:28](=[O:29])[O-:30])[cH:10][c:11](-[c:78]2[cH:79][cH:80][c:81]([F:82])[cH:83][cH:84]2)[c:12]([N:14]2[CH2:15][CH2:16][CH:17]([O:20][CH:21]3[O:22][CH2:23][CH2:24][CH2:25][CH2:26]3)[CH2:18][CH2:19]2)[cH:13]1)=[O:31]. Product: CC(C)(C)OC(=O)Nc1cc(N2CCC(OC3CCCCO3)CC2)c(-c2ccc(F)cc2)cc1[N+](=O)[O-]. The reactants are CC(C)(C)OC(=O)Nc1cc(N2CCC(OC3CCCCO3)CC2)c(I)cc1[N+](=O)[O-], CC(C)(C)OC(=O)Nc1cc(N2CCC(O)CC2)c(I)cc1[N+](=O)[O-], C1=COCCC1, Cc1ccc(S(=O)(=O)O)cc1, ClCCl, O, OB(O)c1ccc(F)cc1. Starting materials: C#CC1(Oc2ccc(F)cc2[N+](=O)[O-])CCN(C(C)=O)CC1, CO, Cl, [Fe], [Na+], [Na+], O=C([O-])[O-], O. The product is C#CC1(Oc2ccc(F)cc2N)CCN(C(C)=O)CC1, Cl. Reaction SMILES: [C:1]([CH3:2])(=[O:3])[N:4]1[CH2:5][CH2:6][C:7]([O:10][c:11]2[c:12]([N+:18]([O-:19])=[O:20])[cH:13][c:14]([F:17])[cH:15][cH:16]2)([C:21]#[CH:22])[CH2:8][CH2:9]1.[CH3:23][OH:24].[ClH:25].[Fe:33].[Na+:26].[Na+:27].[O-:28][C:29](=[O:30])[O-:31].[OH2:32]>>[C:1]([CH3:2])(=[O:3])[N:4]1[CH2:5][CH2:6][C:7]([O:10][c:11]2[c:12]([NH2:18])[cH:13][c:14]([F:17])[cH:15][cH:16]2)([C:21]#[CH:22])[CH2:8][CH2:9]1.[ClH:25].